Dataset: the Open Reaction Database (ORD), a public repository of structured organic reaction records. Task: describe an organic reaction: reactants, conditions, products, and yield The reactants are C[C@H]1CC([C@H]2[C@]34C=5C(=CC=CC5C[C@H]([C@H]13)N(CC4)C)O2)=O (8β,17-Dimethyl-4,5α-epoxymorphinan-6-one), C(=O)([O-])[O-].[K+].[K+] (K2CO3), N#CBr (cyanogen bromide). Solvent: C(Cl)(Cl)Cl (chloroform), C(Cl)(Cl)Cl (chloroform). Run at time 30 minute. The product is C(#N)N1[C@H]2[C@@H]3[C@H](CC([C@H]4[C@@]3(C=3C(=C(C=CC3C2)OC)O4)CC1)=O)C (17-Cyano-4,5α-epoxy-3-methoxy-8β-methyl-morphinan -6-one). Isolated yield 82.0%. Reaction SMILES: [CH3:1][C@@H:2]1[C@@H:15]2[C@:6]34[CH2:18][CH2:17][N:16]([CH3:19])[C@@H:14]2[CH2:13][C:12]2[CH:11]=[CH:10][CH:9]=[C:8]([O:20][C@H:5]3[C:4](=[O:21])[CH2:3]1)[C:7]4=2.[C:22]([O-:25])([O-])=O.[K+].[K+].[N:28]#CBr>C(Cl)(Cl)Cl>[C:19]([N:16]1[CH2:17][CH2:18][C@:6]23[C:7]4[C:8]5[O:20][C@H:5]2[C:4](=[O:21])[CH2:3][C@H:2]([CH3:1])[C@H:15]3[C@H:14]1[CH2:13][C:12]=4[CH:11]=[CH:10][C:9]=5[O:25][CH3:22])#[N:28] |f:1.2.3|. Procedure details: To a suspension of Compound 7A (9.39 g, 30 mmole; prepared in Example 7A) and powdered anhydrous K2CO3 (6.00 g, 47 mmole) in 60 ml of chloroform was added a solution of cyanogen bromide in chloroform (1.2 eq, 1.0 g/20 ml) dropwise. Stirring was continued for 30 min at about 20° C. after which the mixture was refluxed for 2 hr. After cooling the mixture, the insoluble material therein was removed by filtration. The filtrate was evaporated to a syrup which crystallized upon azeotropic distillation... Reactants: [H-], BrCc1cccc(I)c1, NC(=O)NC1NC(=O)NC1=O, [Na+], CN(C)C=O. Yields the product NC(=O)NC1NC(=O)N(Cc2cccc(I)c2)C1=O. Reaction SMILES: [H-:21].[I:12][c:13]1[cH:14][c:15]([CH2:16][Br:17])[cH:18][cH:19][cH:20]1.[NH2:1][C:2](=[O:3])[NH:4][CH:5]1[NH:6][C:7](=[O:8])[NH:9][C:10]1=[O:11].[Na+:22].[O:23]=[CH:24][N:25]([CH3:26])[CH3:27]>>[NH2:1][C:2](=[O:3])[NH:4][CH:5]1[NH:6][C:7](=[O:8])[N:9]([CH2:16][c:15]2[cH:14][c:13]([I:12])[cH:20][cH:19][cH:18]2)[C:10]1=[O:11].